The task is: describe an organic reaction: reactants, conditions, products, and yield. This data is from the Open Reaction Database (ORD), a public repository of structured organic reaction records. Reactants: ClCCl, CNC(=O)c1scc(C)c1Nc1nc(Cl)ncc1Cl, O=S(=O)(Cl)Cl. Yields the product CNC(=O)c1sc(Cl)c(C)c1Nc1nc(Cl)ncc1Cl. RXN SMILES: [CH2:25]([Cl:26])[Cl:27].[CH3:1][NH:2][C:3](=[O:4])[c:5]1[s:6][cH:7][c:8]([CH3:19])[c:9]1[NH:10][c:11]1[n:12][c:13]([Cl:18])[n:14][cH:15][c:16]1[Cl:17].[S:20]([Cl:21])(=[O:22])([Cl:23])=[O:24]>>[CH3:1][NH:2][C:3](=[O:4])[c:5]1[s:6][c:7]([Cl:23])[c:8]([CH3:19])[c:9]1[NH:10][c:11]1[n:12][c:13]([Cl:18])[n:14][cH:15][c:16]1[Cl:17]. The reactants are C1COCCO1, COc1nc2ccn(C)c2cc1B(O)O, [Cl-], CC(C)(C)OC(=O)N1CC=C(OS(=O)(=O)C(F)(F)F)CC1, [Li+], [Na+], [Na+], O=C([O-])[O-], O. The product is COc1nc2ccn(C)c2cc1C1=CCN(C(=O)OC(C)(C)C)CC1. Reaction SMILES: [CH2:46]1[O:47][CH2:48][CH2:49][O:50][CH2:51]1.[CH3:1][O:2][c:3]1[c:4]([B:13]([OH:14])[OH:15])[cH:5][c:6]2[c:7]([n:8]1)[cH:9][cH:10][n:11]2[CH3:12].[Cl-:23].[F:24][C:25]([F:26])([F:27])[S:28]([O:29][C:30]1=[CH:31][CH2:32][N:33]([C:36](=[O:37])[O:38][C:39]([CH3:40])([CH3:41])[CH3:42])[CH2:34][CH2:35]1)(=[O:43])=[O:44].[Li+:22].[Na+:16].[Na+:17].[O-:18][C:19](=[O:20])[O-:21].[OH2:45]>>[CH3:1][O:2][c:3]1[c:4]([C:30]2=[CH:31][CH2:32][N:33]([C:36](=[O:37])[O:38][C:39]([CH3:40])([CH3:41])[CH3:42])[CH2:34][CH2:35]2)[cH:5][c:6]2[c:7]([n:8]1)[cH:9][cH:10][n:11]2[CH3:12]. Reactants: C(C)(=O)OCC (ethyl acetate), FC(C(=O)O)(F)F.C(CCC)OC1=NC(=C2N=C(NC2=N1)OC)N (2-butoxy-8-methoxy-9H-purin-6-amine trifluoroacetate salt), CS(=O)(=O)OCC1COCC1 (tetrahydro-3-furanylmethyl methanesulfonate), C([O-])([O-])=O.[K+].[K+] (potassium carbonate). Solvent: CS(=O)C (dimethyl sulfoxide), O (water), [Cl-].[Na+].O (brine). Reaction conditions: temperature 60 celsius. Yields the product C(CCC)OC1=NC(=C2N=C(N(C2=N1)CC1COCC1)OC)N (2-(Butyloxy)-8-(methyloxy)-9-(tetrahydro-3-furanylmethyl)-9H-purin-6-amine). Isolated yield 101.5%. As a reaction SMILES: FC(F)(F)C(O)=O.[CH2:8]([O:12][C:13]1[N:21]=[C:20]2[C:16]([N:17]=[C:18]([O:22][CH3:23])[NH:19]2)=[C:15]([NH2:24])[N:14]=1)[CH2:9][CH2:10][CH3:11].CS(O[CH2:30][CH:31]1[CH2:35][CH2:34][O:33][CH2:32]1)(=O)=O.C(=O)([O-])[O-].[K+].[K+].C(OCC)(=O)C>CS(C)=O.O.[Cl-].[Na+].O>[CH2:8]([O:12][C:13]1[N:21]=[C:20]2[C:16]([N:17]=[C:18]([O:22][CH3:23])[N:19]2[CH2:30][CH:31]2[CH2:35][CH2:34][O:33][CH2:32]2)=[C:15]([NH2:24])[N:14]=1)[CH2:9][CH2:10][CH3:11] |f:0.1,3.4.5,9.10.11|. Procedure details: A solution of 2-butoxy-8-methoxy-9H-purin-6-amine trifluoroacetate salt (4.5 g), tetrahydro-3-furanylmethyl methanesulfonate (2.77 g) and potassium carbonate (5.31 g) in dimethyl sulfoxide (45 ml) was stirred and heated at 60° C. for 1.5 hours, followed by heating at 90° C. for 2.5 hours. The reaction was allowed to cool and the mixture diluted with water and brine, and shaken with ethyl acetate. The insoluble solid present was filtered (209 mg of product) and the organic layer separated. The aq... Reactants: BrC=1C=C2C(=NC1C(C)N)C=CN2C (1-(6-bromo-1-methyl-1H-pyrrolo[3,2-b]pyridin-5-yl)ethan-1-amine). Run in O (water), CC(C)O (IPA), C(C)(C)O (isopropanol). Reaction conditions: temperature 42.5 celsius, time 15 minute. Yields the product BrC=1C=C2C(=NC1[C@H](C)N)C=CN2C ((S)-1-(6-Bromo-1-methyl-1H-pyrrolo[3,2-b]pyridin-5-yl)ethan-1-amine). Yield: 67.8%. As a reaction SMILES: [Br:1][C:2]1[CH:3]=[C:4]2[N:13]([CH3:14])[CH:12]=[CH:11][C:5]2=[N:6][C:7]=1[CH:8]([NH2:10])[CH3:9]>O.C(O)(C)C>[Br:1][C:2]1[CH:3]=[C:4]2[N:13]([CH3:14])[CH:12]=[CH:11][C:5]2=[N:6][C:7]=1[C@@H:8]([NH2:10])[CH3:9]. Procedure details: Ortho-chloro-D-tartranilic acid (i.e., (2S,3S)-4-((2-chlorophenyl)amino)-2,3-dihydroxy-4-oxobutanoic acid) (177.5 g, 683.6 mmol) was suspended in water (367 mL) and isopropanol (1.43 L). The mixture was warmed to 40-45° C. over a period of 10 minutes. A solution of 1-(6-bromo-1-methyl-1H-pyrrolo[3,2-b]pyridin-5-yl)ethan-1-amine (170 g, 669 mmol) in IPA was added slowly over a period of 10 minutes while maintaining the temperature of the reaction mixture at 35-45° C. The transfer vessel was rinse... Starting materials: FC=1C(=CC=C2C=CN(C12)[Si](C(C)C)(C(C)C)C(C)C)B1OC(C(O1)(C)C)(C)C (7-fluoro-6-(4,4,5,5-tetramethyl-1,3,2-dioxaborolan-2-yl)-1-(triisopropylsilyl)-1H-indole), [Na+].[Cl-] (NaCl), NC1=C(C(=NC(=C1F)Cl)C(=O)OC)Cl (methyl 4-amino-3,6-dichloro-5-fluoropicolinate), [F-].[Cs+] (cesium fluoride). Reagents/catalysts: Cl[Pd]([P](C1=CC=CC=C1)(C2=CC=CC=C2)C3=CC=CC=C3)([P](C4=CC=CC=C4)(C5=CC=CC=C5)C6=CC=CC=C6)Cl (bis(triphenylphosphine)palladium(II) chloride). Run in C(C)#N.O (acetonitrile water), C(C)(=O)OCC (ethyl acetate). Reaction conditions: temperature 115 celsius. Product: NC1=C(C(=NC(=C1F)C1=CC=C2C=CNC2=C1F)C(=O)OC)Cl (Methyl 4-amino-3-chloro-5-fluoro-6-(7-fluoro-1H-indol-6-yl)picolinate). Yield: 54.3%. As a reaction SMILES: [F:1][C:2]1[C:3](B2OC(C)(C)C(C)(C)O2)=[CH:4][CH:5]=[C:6]2[C:10]=1[N:9]([Si](C(C)C)(C(C)C)C(C)C)[CH:8]=[CH:7]2.[NH2:30][C:31]1[C:36]([F:37])=[C:35](Cl)[N:34]=[C:33]([C:39]([O:41][CH3:42])=[O:40])[C:32]=1[Cl:43].[F-].[Cs+].[Na+].[Cl-]>Cl[Pd](Cl)([P](C1C=CC=CC=1)(C1C=CC=CC=1)C1C=CC=CC=1)[P](C1C=CC=CC=1)(C1C=CC=CC=1)C1C=CC=CC=1.C(OCC)(=O)C.C(#N)C.O>[NH2:30][C:31]1[C:36]([F:37])=[C:35]([C:3]2[C:2]([F:1])=[C:10]3[C:6]([CH:7]=[CH:8][NH:9]3)=[CH:5][CH:4]=2)[N:34]=[C:33]([C:39]([O:41][CH3:42])=[O:40])[C:32]=1[Cl:43] |f:2.3,4.5,8.9,^1:50,69|. Reported procedure: 7-fluoro-6-(4,4,5,5-tetramethyl-1,3,2-dioxaborolan-2-yl)-1-(triisopropylsilyl)-1H-indole (500 mg, 1.2 mmol), methyl 4-amino-3,6-dichloro-5-fluoropicolinate (290 mg, 1.2 mmol), cesium fluoride (360 mg, 2.4 mmol) and bis(triphenylphosphine)palladium(II) chloride (84 mg, 0.12 mmol) were combined in 4 mL of a 1:1 v/v acetonitrile-water and heated at 115° C. for 25 min in a Biotage Initiator microwave reactor. The mixture was partitoned between ethyl acetate and sat. NaCl and the organic phase was dr... Starting materials: COCCOC, [Cl-], [Li+], [Na+], [Na+], O=C([O-])[O-], CC1CC(OS(=O)(=O)C(F)(F)F)=CCN1C(=O)Oc1ccccc1, [Pd], c1ccc(P(c2ccccc2)c2ccccc2)cc1, OB(O)c1cc2ccccc2o1. Yields the product CC1CC(c2cc3ccccc3o2)=CCN1C(=O)Oc1ccccc1. Reaction SMILES: [CH2:39]([CH2:40][O:41][CH3:42])[O:43][CH3:44].[Cl-:38].[Li+:37].[Na+:45].[Na+:46].[O-:47][C:48](=[O:49])[O-:50].[O:13]([c:14]1[cH:15][cH:16][cH:17][cH:18][cH:19]1)[C:20](=[O:21])[N:22]1[CH:23]([CH3:36])[CH2:24][C:25]([O:28][S:29]([C:30]([F:31])([F:32])[F:33])(=[O:34])=[O:35])=[CH:26][CH2:27]1.[Pd:51].[c:52]1([P:53]([c:54]2[cH:55][cH:56][cH:57][cH:58][cH:59]2)[c:60]2[cH:61][cH:62][cH:63][cH:64][cH:65]2)[cH:66][cH:67][cH:68][cH:69][cH:70]1.[o:1]1[c:2]([B:10]([OH:11])[OH:12])[cH:3][c:4]2[c:5]1[cH:6][cH:7][cH:8][cH:9]2>>[o:1]1[c:2]([C:25]2=[CH:26][CH2:27][N:22]([C:20]([O:13][c:14]3[cH:15][cH:16][cH:17][cH:18][cH:19]3)=[O:21])[CH:23]([CH3:36])[CH2:24]2)[cH:3][c:4]2[c:5]1[cH:6][cH:7][cH:8][cH:9]2. Reactants: OC1=CC=C(C=O)C=C1 (4-hydroxybenzaldehyde), IC1(CC(CC1)C)C (1-iodo-3-methylmethylcyclopentane), [I-].[Na+] (sodium iodide). The product is C1(CCCC1)COC1=CC=C(C=O)C=C1 (4-(cyclopentylmethoxy)benzaldehyde). Procedure: The compound was synthesized as in Example 24.1, using 4-hydroxybenzaldehyde (200 mg, 1.64 mmol) and 1-iodo-3-methylmethylcyclopentane (344 mg, 0.98 mmol) in place of 1-chloro-3,3-dimethylbutane (no sodium iodide was used) to give 4-(cyclopentylmethoxy)benzaldehyde (102 mg, 50% crude) as a yellow oil that was used without further purification or characterization. Reaction SMILES: [OH:1][C:2]1[CH:9]=[CH:8][C:5]([CH:6]=[O:7])=[CH:4][CH:3]=1.I[C:11]1([CH3:17])[CH2:15][CH2:14][CH:13](C)[CH2:12]1.[I-].[Na+]>>[CH:11]1([CH2:17][O:1][C:2]2[CH:9]=[CH:8][C:5]([CH:6]=[O:7])=[CH:4][CH:3]=2)[CH2:15][CH2:14][CH2:13][CH2:12]1 |f:2.3|. The yield is 51.0%.